This data is from the Open Reaction Database (ORD), a public repository of structured organic reaction records. The task is: describe an organic reaction: reactants, conditions, products, and yield Reactants: N1C(=NC=C1)C(=O)O (imidazole-2-carboxylic acid), NC=1C=C(C#N)C=C(C1Cl)Br (3-amino-5-bromo-4-chlorobenzonitrile), TEA, O(C(=O)OC(C)(C)C)C(=O)OC(C)(C)C (BOC2O). Reagents/catalysts: CN(C)C=1C=CN=CC1 (DMAP). The solvent is C(Cl)Cl (DCM). Conditions: time 16 hour. Product: BrC=1C(=C(C=C(C1)C#N)NC(OC(C)(C)C)=O)Cl (tert-butyl 3-bromo-2-chloro-5-cyanophenylcarbamate). Yield: 52.9%. RXN SMILES: N1C=CN=C1C(O)=O.[NH2:9][C:10]1[CH:11]=[C:12]([CH:15]=[C:16]([Br:19])[C:17]=1[Cl:18])[C:13]#[N:14].[O:20](C(OC(C)(C)C)=O)[C:21]([O:23][C:24]([CH3:27])([CH3:26])[CH3:25])=O>C(Cl)Cl.CN(C1C=CN=CC=1)C>[Br:19][C:16]1[C:17]([Cl:18])=[C:10]([NH:9][C:21](=[O:20])[O:23][C:24]([CH3:27])([CH3:26])[CH3:25])[CH:11]=[C:12]([C:13]#[N:14])[CH:15]=1. Reported procedure: (I1D): A mixture of 3-bromo-4-chloro-5-nitrobenzonitrile (0.99 g, 3.79 mmol), iron (1.057 g, 18.93 mmol) and ammonium chloride (2.025 g, 37.9 mmol) in THF, MeOH and water (60 ml, 1:1:1) was heated to reflux for 1 h. More iron (0.5 g) and NH4Cl (2 g) added, heated for another 2 h and then cooled to room temperature. Filtered off solid, the filtrate was concentrated to remove the organic solvent. The residue was diluted with water, extracted with EtOAc twice, dried and concentrated to dryness. The...